Task: describe an organic reaction: reactants, conditions, products, and yield. Dataset: the Open Reaction Database (ORD), a public repository of structured organic reaction records Reactants: CO, Cl, NNC(N)=S, CCCCNC(=O)OCC(=O)c1ccccc1, O. The product is CCCCNC(=O)OCC(=NNC(N)=S)c1ccccc1. As a reaction SMILES: [CH3:25][OH:26].[ClH:23].[NH2:1][NH:2][C:3](=[S:4])[NH2:5].[O:6]=[C:7]([CH2:8][O:9][C:10]([NH:11][CH2:12][CH2:13][CH2:14][CH3:15])=[O:16])[c:17]1[cH:18][cH:19][cH:20][cH:21][cH:22]1.[OH2:24]>>[N:1]([NH:2][C:3](=[S:4])[NH2:5])=[C:7]([CH2:8][O:9][C:10]([NH:11][CH2:12][CH2:13][CH2:14][CH3:15])=[O:16])[c:17]1[cH:18][cH:19][cH:20][cH:21][cH:22]1.